This data is from the Open Reaction Database (ORD), a public repository of structured organic reaction records. The task is: describe an organic reaction: reactants, conditions, products, and yield The reactants are [BH4-], CC1=C(C)C(=O)N(c2cccc(C)c2)C1=O, CO, [Na+], O. The product is CC1=C(C)C(O)N(c2cccc(C)c2)C1=O. Reaction SMILES: [BH4-:17].[CH3:1][c:2]1[cH:3][c:4]([N:8]2[C:9](=[O:16])[C:10]([CH3:15])=[C:11]([CH3:14])[C:12]2=[O:13])[cH:5][cH:6][cH:7]1.[CH3:20][OH:21].[Na+:18].[OH2:19]>>[CH3:1][c:2]1[cH:3][c:4]([N:8]2[C:9](=[O:16])[C:10]([CH3:15])=[C:11]([CH3:14])[CH:12]2[OH:13])[cH:5][cH:6][cH:7]1.